From a dataset of the Open Reaction Database (ORD), a public repository of structured organic reaction records. describe an organic reaction: reactants, conditions, products, and yield The reactants are C1CCOC1, CCN(C(C)C)C(C)C, O=C(O)C1CC1, [Cl-], Cl, NC1CC(n2cnc3c(NCC(c4ccccc4)c4ccccc4)nc(Cl)nc32)C(O)C1O. Product: O=C(NC1CC(n2cnc3c(NCC(c4ccccc4)c4ccccc4)nc(Cl)nc32)C(O)C1O)C1CC1. As a reaction SMILES: [CH2:51]1[O:52][CH2:53][CH2:54][CH2:55]1.[CH:35]([N:36]([CH:37]([CH3:38])[CH3:39])[CH2:40][CH3:41])([CH3:42])[CH3:43].[CH:45]1([C:48](=[O:49])[OH:50])[CH2:46][CH2:47]1.[Cl-:44].[ClH:1].[NH2:2][CH:3]1[CH:4]([OH:34])[CH:5]([OH:33])[CH:6]([n:8]2[c:9]3[n:10][c:11]([Cl:32])[n:12][c:13]([NH:17][CH2:18][CH:19]([c:20]4[cH:21][cH:22][cH:23][cH:24][cH:25]4)[c:26]4[cH:27][cH:28][cH:29][cH:30][cH:31]4)[c:14]3[n:15][cH:16]2)[CH2:7]1>>[NH:2]([CH:3]1[CH:4]([OH:34])[CH:5]([OH:33])[CH:6]([n:8]2[c:9]3[n:10][c:11]([Cl:32])[n:12][c:13]([NH:17][CH2:18][CH:19]([c:20]4[cH:21][cH:22][cH:23][cH:24][cH:25]4)[c:26]4[cH:27][cH:28][cH:29][cH:30][cH:31]4)[c:14]3[n:15][cH:16]2)[CH2:7]1)[C:48]([CH:45]1[CH2:46][CH2:47]1)=[O:49]. Reactants: CN1C(CCCCC1)=O (N-methylcaprolactam), CN1C(CCCCC1)=O (N-methylcaprolactam), BrC(C)C (2-Bromopropane), [Mg] (magnesium), CCOCC (ether), C(C)(C)NC(C)C (Diisopropylamine). Conditions: time 30 minute. Yields the product CN1C(C(CCCC1)C1=CC(CCC1)=O)=O (Hexahydro-1-methyl-3-(3-oxocyclohexen-1-yl)-2H-azepin-2-one). RXN SMILES: Br[CH:2]([CH3:4])[CH3:3].[Mg].[CH:6](NC(C)C)([CH3:8])[CH3:7].[CH3:13][N:14]1[CH2:20][CH2:19][CH2:18][CH2:17][CH2:16][C:15]1=[O:21].CC[O:24]CC>>[CH3:13][N:14]1[CH2:20][CH2:19][CH2:18][CH2:17][CH:16]([C:2]2[CH2:4][CH2:8][CH2:6][C:7](=[O:24])[CH:3]=2)[C:15]1=[O:21]. Procedure: 2-Bromopropane (12.3 g) was added to suspension of magnesium (2.43 g) in ether (50 ml) at such a rate to maintain gentle reflux and the mixture was stirred 30 minutes after addition was complete. Diisopropylamine (14 ml) was then added dropwise and the mixture stirred until the Gilman test showed negative (about 1 hour). N-methylcaprolactam (12.7 g) was added dropwise (exothermic). After addition of the N-methylcaprolactam, stirring became difficult due to separation of a sticky solid, which how... The reactants are C(C)(C)(C)OC(=O)N1[C@@H]([C@H]2C[C@H]2C1)C(N[C@H](CO)C1=C(C(=CC=C1)Cl)F)=O ((1S,2S,5R)-2-[(S)-1-(3-chloro-2-fluoro-phenyl)-2-hydroxy-ethylcarbamoyl]-3-aza-bicyclo[3.1.0]hexane-3-carboxylic acid tert-butyl ester), CCOC(=O)C (EtOAc). The product is C(C)(C)(C)OC(=O)N1[C@@H]([C@H]2C[C@H]2C1)C(N[C@H](COC)C1=C(C(=CC=C1)Cl)F)=O ((1S,2S,5R)-2-[(S)-1-(3-Chloro-2-fluoro-phenyl)-2-methoxy-ethylcarbamoyl]-3-aza-bicyclo[3.1.0]hexane-3-carboxylic acid tert-butyl ester). As a reaction SMILES: [C:1]([O:5][C:6]([N:8]1[CH2:13][C@H:12]2[C@H:10]([CH2:11]2)[C@H:9]1[C:14](=[O:27])[NH:15][C@@H:16]([C:19]1[CH:24]=[CH:23][CH:22]=[C:21]([Cl:25])[C:20]=1[F:26])[CH2:17][OH:18])=[O:7])([CH3:4])([CH3:3])[CH3:2].[CH3:28]COC(C)=O>>[C:1]([O:5][C:6]([N:8]1[CH2:13][C@H:12]2[C@H:10]([CH2:11]2)[C@H:9]1[C:14](=[O:27])[NH:15][C@@H:16]([C:19]1[CH:24]=[CH:23][CH:22]=[C:21]([Cl:25])[C:20]=1[F:26])[CH2:17][O:18][CH3:28])=[O:7])([CH3:4])([CH3:2])[CH3:3]. Procedure details: was prepared according to Scheme B9 (Step B) from (1S,2S,5R)-2-[(S)-1-(3-chloro-2-fluoro-phenyl)-2-hydroxy-ethylcarbamoyl]-3-aza-bicyclo[3.1.0]hexane-3-carboxylic acid tert-butyl ester. TLC, Rf (EtOAc): 0.65; MS (UPLC/MS): 413.4/415.4 [M+H]+, 457.4/459.4 [M+HCOO]−; tR (HPLC conditions a): 3.67 min. Reactants: CC(C(=O)O)N(C)C(=O)OC(C)(C)C, C=CCOc1cccc(CC(N)C(O)CCl)c1, ClCCCl, C1CCOC1, CCN(C(C)C)C(C)C, ClCCl, ClCCl, Cl, Cl, Cl, On1nnc2ccccc21. Product: C=CCOc1cccc(CC(NC(=O)C(C)N(C)C(=O)OC(C)(C)C)C(O)CCl)c1. Reaction SMILES: [C:1](=[O:2])([O:3][C:4]([CH3:5])([CH3:6])[CH3:7])[N:8]([CH:9]([CH3:10])[C:11](=[O:12])[OH:13])[CH3:14].[CH2:26]([CH:27]=[CH2:28])[O:29][c:30]1[cH:31][c:32]([CH2:36][CH:37]([CH:38]([CH2:39][Cl:40])[OH:41])[NH2:42])[cH:33][cH:34][cH:35]1.[CH2:52]([Cl:53])[CH2:54][Cl:55].[CH2:61]1[O:62][CH2:63][CH2:64][CH2:65]1.[CH:43]([N:44]([CH2:45][CH3:46])[CH:47]([CH3:48])[CH3:49])([CH3:50])[CH3:51].[Cl:58][CH2:59][Cl:60].[Cl:66][CH2:67][Cl:68].[ClH:25].[ClH:56].[ClH:57].[OH:15][n:16]1[c:17]2[c:18]([cH:19][cH:20][cH:21][cH:22]2)[n:23][n:24]1>>[C:1](=[O:2])([O:3][C:4]([CH3:5])([CH3:6])[CH3:7])[N:8]([CH:9]([CH3:10])[C:11](=[O:13])[NH:42][CH:37]([CH2:36][c:32]1[cH:31][c:30]([O:29][CH2:26][CH:27]=[CH2:28])[cH:35][cH:34][cH:33]1)[CH:38]([CH2:39][Cl:40])[OH:41])[CH3:14]. Reactants: Cl (hydrochloric acid), ClC=1C(=C(N)C=CC1)SC1=C(C=C(C=C1)Cl)Cl (3-chloro-2-(2,4-dichlorophenylthio)-aniline), O (water), S(=O)(=O)(O)Cl.C (Methane sulphochloride). The solvent is N1=CC=CC=C1 (pyridine). Reaction conditions: time 12 hour. Product: ClC1C(=C(NC)C=CC1=S(=O)=O)SC1=C(C=C(C=C1)Cl)Cl (3-chloro-2-(2,4-dichlorophenylthio)-N-methyl-sulphonyl-aniline). Reaction SMILES: [Cl:1][C:2]1[C:3]([S:9][C:10]2[CH:15]=[CH:14][C:13]([Cl:16])=[CH:12][C:11]=2[Cl:17])=[C:4]([CH:6]=[CH:7][CH:8]=1)[NH2:5].[S:18](Cl)([OH:21])(=O)=[O:19].[CH4:23].O.Cl>N1C=CC=CC=1>[Cl:1][CH:2]1[C:8](=[S:18](=[O:21])=[O:19])[CH:7]=[CH:6][C:4]([NH:5][CH3:23])=[C:3]1[S:9][C:10]1[CH:15]=[CH:14][C:13]([Cl:16])=[CH:12][C:11]=1[Cl:17] |f:1.2|. Procedure details: 3-chloro-2-(2,4-dichlorophenylthio)-aniline (8.96 g) is dissolved in pyridine (300 ml). Methane sulphochloride (4.56 ml) is added dropwise to this solution and the resulting mixture is stirred for 12 hours at room temperature. Following this, the mixture is emptied onto iced water, acidified with concentrated hydrochloric acid. The resulting mixture is extracted 3 times with methylene chloride (each 200 ml). The combined organic phases are dried (Na2SO4), filtered and the filtrate is concentrate... The reactants are CC1=C(C=CC=C1NCCCCCCCCCCCC)OC (methyl-3-dodecylamino-1-methoxy benzene), C(Cl)Cl (CH2Cl2), solution, B(Br)(Br)Br (BBr3). Run at temperature 0 celsius. Yields the product C(CCCCCCCCCCC)NC=1C=C(C=CC1C)O (3-dodecylamino-1-hydroxy-4 methylbenzene). Yield: 70.0%. RXN SMILES: C[C:2]1[C:7]([NH:8][CH2:9][CH2:10][CH2:11][CH2:12][CH2:13][CH2:14][CH2:15][CH2:16][CH2:17][CH2:18][CH2:19][CH3:20])=[CH:6][CH:5]=[CH:4][C:3]=1[O:21]C.B(Br)(Br)Br.[CH2:27](Cl)Cl>>[CH2:9]([NH:8][C:7]1[CH:2]=[C:3]([OH:21])[CH:4]=[CH:5][C:6]=1[CH3:27])[CH2:10][CH2:11][CH2:12][CH2:13][CH2:14][CH2:15][CH2:16][CH2:17][CH2:18][CH2:19][CH3:20]. Reported procedure: As a general methyl group de-protection procedure, 4 methyl-3-dodecylamino-1-methoxy benzene 120 was suspended in dry CH2Cl2, cooled to 0° C. and 5 equivalents of a solution of BBr3 (1M CH2Cl2, Aldrich Chem. Co.) were added and the reaction maintained at 0° C. for 16 hours. The reaction was quenched at 0° C. by slow addition of MeOH and then careful addition of solid NaHCO3 (10 Equiv.) until foaming stops. The mixture was filtered, the filtrate was concentrated to an oil, and the product was iso... The reactants are O=C([O-])[O-], CN(C)C=O, O=CNc1nc(CCl)cs1, [K+], [K+], O=[N+]([O-])c1ccc(S)cc1. The product is O=CNc1nc(CSc2ccc([N+](=O)[O-])cc2)cs1. As a reaction SMILES: [C:21](=[O:22])([O-:23])[O-:24].[CH3:27][N:28]([CH3:29])[CH:30]=[O:31].[Cl:1][CH2:2][c:3]1[n:4][c:5]([NH:8][CH:9]=[O:10])[s:6][cH:7]1.[K+:25].[K+:26].[N+:11](=[O:12])([O-:13])[c:14]1[cH:15][cH:16][c:17]([SH:20])[cH:18][cH:19]1>>[CH2:2]([c:3]1[n:4][c:5]([NH:8][CH:9]=[O:10])[s:6][cH:7]1)[S:20][c:17]1[cH:16][cH:15][c:14]([N+:11](=[O:12])[O-:13])[cH:19][cH:18]1. Reactants: ClCC(=O)NC1=CC2=C(N=C(OC2)N[C@@H]2CCC3=CC=CC=C23)C=C1 (2-Chloro-N-[2-((R)-indan-1-ylamino)-4H-benzo[d][1,3]oxazin-6-yl]-acetamide), N1C=NC=C1 (imidazole). Run in C(C)#N (acetonitrile). The product is N1(C=NC=C1)CC(=O)NC1=CC2=C(N=C(OC2)N[C@@H]2CCC3=CC=CC=C23)C=C1 (2-Imidazol-1-yl-N-[2-((R)-indan-1-ylamino)-4H-benzo[d][1,3]oxazin-6-yl]-acetamide). The yield is 73.5%. Reaction SMILES: Cl[CH2:2][C:3]([NH:5][C:6]1[CH:25]=[CH:24][C:9]2[N:10]=[C:11]([NH:14][C@H:15]3[C:23]4[C:18](=[CH:19][CH:20]=[CH:21][CH:22]=4)[CH2:17][CH2:16]3)[O:12][CH2:13][C:8]=2[CH:7]=1)=[O:4].[NH:26]1[CH:30]=[CH:29][N:28]=[CH:27]1>C(#N)C>[N:26]1([CH2:2][C:3]([NH:5][C:6]2[CH:25]=[CH:24][C:9]3[N:10]=[C:11]([NH:14][C@H:15]4[C:23]5[C:18](=[CH:19][CH:20]=[CH:21][CH:22]=5)[CH2:17][CH2:16]4)[O:12][CH2:13][C:8]=3[CH:7]=2)=[O:4])[CH:30]=[CH:29][N:28]=[CH:27]1. Procedure: Prepared from 2-chloro-N-[2-((R)-indan-1-ylamino)-4H-benzo[d][1,3]oxazin-6-yl]-acetamide (Example 3 step A) (100 mg, 0.281 mmol) and imidazole (96 mg, 1.405 mmol) in acetonitrile (1 ml) according to the procedure described for Example 3 step B. Obtained the title compound as a white solid (80 mg, 73%), MS (ISP) m/e=388.3 [(M+H)+]. The reactants are [PH4+] (phosphonium), [AsH4+] (arsonium), C1=CC=CC2=C(C3=CC4=CC=CC=C4C=C3C=C12)C1=C(CBr)C=CC=C1 (2-[5-napthacenyl]benzylbromide), CN(C)CC1=CC=C(C=C1)C#N (N,N-dimethyl-4-cyano benzylamine). Run in C(C)#N (acetonitrile), C(C)OCC (diethyl ether). The product is [Br-].C(#N)C1=CC=C(C[N+](C)(C)CC2=C(C=CC=C2)C2=C3C=CC=CC3=CC3=CC4=CC=CC=C4C=C23)C=C1 (4-cyanobenzyl-2-[5-naphthacenyl]benzyldimethyl ammonium bromide). Reaction SMILES: [CH:1]1[C:18]2[C:5](=[C:6]([C:19]3[CH:26]=[CH:25][CH:24]=[CH:23][C:20]=3[CH2:21][Br:22])[C:7]3[C:16]([CH:17]=2)=[CH:15][C:14]2[C:9](=[CH:10][CH:11]=[CH:12][CH:13]=2)[CH:8]=3)[CH:4]=[CH:3][CH:2]=1.[CH3:27][N:28]([CH2:30][C:31]1[CH:36]=[CH:35][C:34]([C:37]#[N:38])=[CH:33][CH:32]=1)[CH3:29].[PH4+].[AsH4+]>C(#N)C.C(OCC)C>[Br-:22].[C:37]([C:34]1[CH:33]=[CH:32][C:31]([CH2:30][N+:28]([CH2:21][C:20]2[CH:23]=[CH:24][CH:25]=[CH:26][C:19]=2[C:6]2[C:7]3[C:16](=[CH:15][C:14]4[C:9]([CH:8]=3)=[CH:10][CH:11]=[CH:12][CH:13]=4)[CH:17]=[C:18]3[C:5]=2[CH:4]=[CH:3][CH:2]=[CH:1]3)([CH3:27])[CH3:29])=[CH:36][CH:35]=1)#[N:38] |f:6.7|. Procedure details: A mixture of (B) and N,N-dimethyl-4-cyano benzylamine in acetonitrile was refluxed for 2 hours. The reaction mixture was then poured into diethyl ether, and the crude product was collected by filtration. The crude product was recrystallized from ethanol. The same reaction can be used to prepare the corresponding phosphonium and arsonium salts. The reactants are C(C)(C)(C)OC(NC1=C(C=C(C(=C1)C)C(F)(F)F)NC(CC(C1=CC(=CC=C1)C1=CN=NC=C1)=O)=O)=O ({5-methyl-2-[3-oxo-3-(3-pyridazin-4-yl-phenyl)-propionylamino]-4-trifluoromethyl-phenyl}-carbamic acid tert-butyl ester), C(=O)(C(F)(F)F)O (TFA). Solvent: C(Cl)Cl (CH2Cl2). The product is CC1=CC2=C(NC(CC(=N2)C2=CC(=CC=C2)C2=CN=NC=C2)=O)C=C1C(F)(F)F (7-Methyl-4-(3-pyridazin-4-yl-phenyl)-8-trifluoromethyl-1,3-dihydro-benzo[b][1,4]diazepin-2-one), solid. Reaction SMILES: C(OC(=O)[NH:7][C:8]1[CH:13]=[C:12]([CH3:14])[C:11]([C:15]([F:18])([F:17])[F:16])=[CH:10][C:9]=1[NH:19][C:20](=[O:36])[CH2:21][C:22](=O)[C:23]1[CH:28]=[CH:27][CH:26]=[C:25]([C:29]2[CH:34]=[CH:33][N:32]=[N:31][CH:30]=2)[CH:24]=1)(C)(C)C.C(O)(C(F)(F)F)=O>C(Cl)Cl>[CH3:14][C:12]1[C:11]([C:15]([F:16])([F:17])[F:18])=[CH:10][C:9]2[NH:19][C:20](=[O:36])[CH2:21][C:22]([C:23]3[CH:28]=[CH:27][CH:26]=[C:25]([C:29]4[CH:34]=[CH:33][N:32]=[N:31][CH:30]=4)[CH:24]=3)=[N:7][C:8]=2[CH:13]=1. Procedure details: The title compound was prepared from {5-methyl-2-[3-oxo-3-(3-pyridazin-4-yl-phenyl)-propionylamino]-4-trifluoromethyl-phenyl}-carbamic acid tert-butyl ester (Example M45) by treatment with TFA in CH2Cl2 according to the general procedure N. Obtained as a white solid (110 mg).